Task: describe an organic reaction: reactants, conditions, products, and yield. Dataset: the Open Reaction Database (ORD), a public repository of structured organic reaction records Starting materials: Cl (HCl), COC(CC1=CC2=CC=C(C=C2C(=C1C)C1CCN(CC1)S(=O)(=O)C1=C(C=CC(=C1)Cl)Cl)F)=O ({4-[1-(2,5-dichloro-benzenesulfonyl)-piperidin-4-yl]-6-fluoro-3-methyl-naphthalen-2-yl}-acetic acid methyl ester), O.[OH-].[Li+] (lithium hydroxide monohydrate). The solvent is O (water), C1CCOC1 (THF), O (water). Conditions: time 8 hour. Yields the product ClC1=C(C=C(C=C1)Cl)S(=O)(=O)N1CCC(CC1)C1=C(C(=CC2=CC=C(C=C12)F)CC(=O)O)C ({4-[1-(2,5-dichloro-benzenesulfonyl)-piperidin-4-yl]-6-fluoro-3-methyl-naphthalen-2-yl}-acetic acid). Isolated yield 93.0%. As a reaction SMILES: C[O:2][C:3](=[O:34])[CH2:4][C:5]1[C:14]([CH3:15])=[C:13]([CH:16]2[CH2:21][CH2:20][N:19]([S:22]([C:25]3[CH:30]=[C:29]([Cl:31])[CH:28]=[CH:27][C:26]=3[Cl:32])(=[O:24])=[O:23])[CH2:18][CH2:17]2)[C:12]2[C:7](=[CH:8][CH:9]=[C:10]([F:33])[CH:11]=2)[CH:6]=1.O.[OH-].[Li+].Cl>C1COCC1.O>[Cl:32][C:26]1[CH:27]=[CH:28][C:29]([Cl:31])=[CH:30][C:25]=1[S:22]([N:19]1[CH2:20][CH2:21][CH:16]([C:13]2[C:12]3[C:7](=[CH:8][CH:9]=[C:10]([F:33])[CH:11]=3)[CH:6]=[C:5]([CH2:4][C:3]([OH:34])=[O:2])[C:14]=2[CH3:15])[CH2:17][CH2:18]1)(=[O:24])=[O:23] |f:1.2.3|. Reported procedure: To a solution of {4-[1-(2,5-dichloro-benzenesulfonyl)-piperidin-4-yl]-6-fluoro-3-methyl-naphthalen-2-yl}-acetic acid methyl ester (52 mg, 0.099 mmol) in THF (8.0 mL) was added a solution of lithium hydroxide monohydrate (42.4 mg, 1.0 mmol) in water (2 mL). The reaction mixture was stirred at room temperature overnight under nitrogen. After this time, the reaction mixture was diluted with water (˜20 mL) and then acidified with 1.0 N aqueous HCl (2 mL). The resulting mixture was extracted with eth... The reactants are N(=[N+]=[N-])CC=1C=C(C=CC1)CC(C)NC1=NC=CC(=N1)N1CCCN2C1=NC(=C(C2=O)[N+](=O)[O-])C2=CC=CC=C2 (9-{2-[2-(3-azidomethyl-phenyl) -1-methyl-ethylamino]-pyrimidin-4-yl}-3-nitro-2-phenyl-6,7,8,9-tetrahydro-pyrimido[1,2-a]pyrimidin-4-one), [H][H] (hydrogen). The reagents and catalysts are [Pd] (palladium on carbon). The solvent is CO (methanol). Run at time 2 hour. The product is NC1=C(N=C2N(C1=O)CCCN2C2=NC(=NC=C2)NC(CC2=CC(=CC=C2)CN)C)C2=CC=CC=C2 (3-Amino-9-{2-[2-(3-aminomethyl-phenyl)-1-methyl-ethylamino]-pyrimidin-4-yl}-2-phenyl -6,7,8,9-tetrahydro-pyrimido[1,2-a]pyrimidin-4-one). RXN SMILES: [N:1]([CH2:4][C:5]1[CH:6]=[C:7]([CH2:11][CH:12]([NH:14][C:15]2[N:20]=[C:19]([N:21]3[C:26]4=[N:27][C:28]([C:35]5[CH:40]=[CH:39][CH:38]=[CH:37][CH:36]=5)=[C:29]([N+:32]([O-])=O)[C:30](=[O:31])[N:25]4[CH2:24][CH2:23][CH2:22]3)[CH:18]=[CH:17][N:16]=2)[CH3:13])[CH:8]=[CH:9][CH:10]=1)=[N+]=[N-].[H][H]>CO.[Pd]>[NH2:32][C:29]1[C:30](=[O:31])[N:25]2[CH2:24][CH2:23][CH2:22][N:21]([C:19]3[CH:18]=[CH:17][N:16]=[C:15]([NH:14][CH:12]([CH3:13])[CH2:11][C:7]4[CH:8]=[CH:9][CH:10]=[C:5]([CH2:4][NH2:1])[CH:6]=4)[N:20]=3)[C:26]2=[N:27][C:28]=1[C:35]1[CH:36]=[CH:37][CH:38]=[CH:39][CH:40]=1. Procedure details: To a solution of 9-{2-[2-(3-azidomethyl-phenyl) -1-methyl-ethylamino]-pyrimidin-4-yl}-3-nitro-2-phenyl-6,7,8,9-tetrahydro-pyrimido[1,2-a]pyrimidin-4-one (61 mg, 0.11 mmol) in 1 mL methanol was safely added 10 mg palladium on carbon (10%) and stirred over an atmosphere of hydrogen delivered by a balloon. After 2 h, the reaction was filtered through a bed of Celite and solvent removed under reduced pressure. Product was purified on silica. M+1=483 1H NMR (CDCl3) d (3H, 1.19 ppm), m (2H, 2.20 ppm),...